Task: describe an organic reaction: reactants, conditions, products, and yield. Dataset: the Open Reaction Database (ORD), a public repository of structured organic reaction records The reactants are ON1C(C=2C(C1=O)=CC=CC2)=O (N-Hydroxyphthalimide), ClCC1=CC=CC2=CC=CC=C12 (1-chloromethyl-naphthalen). The product is C1(=CC=CC2=CC=CC=C12)CON (O-Naphthalen-1-ylmethyl-hydroxylamine). Reaction SMILES: [OH:1][N:2]1C(=O)C2=CC=CC=C2C1=O.Cl[CH2:14][C:15]1[C:24]2[C:19](=[CH:20][CH:21]=[CH:22][CH:23]=2)[CH:18]=[CH:17][CH:16]=1>>[C:15]1([CH2:14][O:1][NH2:2])[C:24]2[C:19](=[CH:20][CH:21]=[CH:22][CH:23]=2)[CH:18]=[CH:17][CH:16]=1. Procedure details: Prepared by a similar procedure as described for preparation 13. Starting materials: N-Hydroxyphthalimide and 1-chloromethyl-naphthalen. 13C-NMR (DMSO-d6) δ 133.5, 133.2, 131.4, 128.2, 126.8, 126.7, 126.0, 125.6, 125.2, 124.1, 75.4. Reactants: O=C(CCCCC(=O)O)NC1=CC=C(C=C1)OC (6-Oxo-6-(4-methoxyphenylamino)hexanoic acid), C([O-])(O)=O.[Na+] (sodium bicarbonate), C(C(=O)Cl)(=O)Cl (Oxalyl chloride), Cl.CNOC (N,O-dimethylhydroxylamine hydrochloride). The solvent is CN(C=O)C (dimethylformamide), O1CCCC1 (tetrahydrofuran), N1=CC=CC=C1 (pyridine). Yields the product O=C(CCCCC(=O)NC1=CC=C(C=C1)OC)N(C)OC (6-Oxo-6-(N,O-dimethylhydroxylamino)-N-(4-methoxyphenyl)hexanamide). The yield is 22.3%. RXN SMILES: [O:1]=[C:2]([NH:10][C:11]1[CH:16]=[CH:15][C:14]([O:17][CH3:18])=[CH:13][CH:12]=1)[CH2:3][CH2:4][CH2:5][CH2:6][C:7]([OH:9])=O.C(Cl)(=O)C(Cl)=O.Cl.[CH3:26][NH:27][O:28][CH3:29].C(=O)(O)[O-].[Na+]>N1C=CC=CC=1.CN(C)C=O.O1CCCC1>[O:9]=[C:7]([N:27]([O:28][CH3:29])[CH3:26])[CH2:6][CH2:5][CH2:4][CH2:3][C:2]([NH:10][C:11]1[CH:16]=[CH:15][C:14]([O:17][CH3:18])=[CH:13][CH:12]=1)=[O:1] |f:2.3,4.5|. Procedure details: 6-Oxo-6-(4-methoxyphenylamino)hexanoic acid (509 mg), tetrahydrofuran (12 mL) and dimethylformamide (0.1 mL) were cooled to 0°-5° C. Oxalyl chloride (0.23 mL) was added and the reaction was allowed to stir for fifteen minutes before the addition of N,O-dimethylhydroxylamine hydrochloride (221 mg). After twenty minutes, pyridine (0.8 mL) was added and reaction was warmed to 20°-25° C. Saturated sodium bicarbonate solution (100 mL) was added and the reaction was extracted with dichloromethane (2×3... As a reaction SMILES: [CH3:27][CH2:28][O:29][C:30](=[O:31])[CH3:32].[CH3:33][S:34]([CH3:35])=[O:36].[Cl:1][c:2]1[c:3]([F:21])[c:4]2[c:9]([cH:10][cH:11]1)[O:8][CH:7]([C:12]([F:13])([F:14])[F:15])[C:6]([C:16](=[O:17])[O:18][CH2:19][CH3:20])=[CH:5]2.[N-:23]=[N+:24]=[N-:25].[Na+:22].[OH2:26]>>[Cl:1][c:2]1[c:3]([N:23]=[N+:24]=[N-:25])[c:4]2[c:9]([cH:10][cH:11]1)[O:8][CH:7]([C:12]([F:13])([F:14])[F:15])[C:6]([C:16](=[O:17])[O:18][CH2:19][CH3:20])=[CH:5]2. Reactants: CCOC(C)=O, CS(C)=O, CCOC(=O)C1=Cc2c(ccc(Cl)c2F)OC1C(F)(F)F, [N-]=[N+]=[N-], [Na+], O. The product is CCOC(=O)C1=Cc2c(ccc(Cl)c2N=[N+]=[N-])OC1C(F)(F)F. Starting materials: COC([C@@H](NC(C1=C(C=C(C=C1)C=O)C1=C(C=CC=C1)C)=O)CCSC)=O (N-[4-formyl-2-(2-methylphenyl)benzoyl]methionine methyl ester), Cl.NC1C2=CC=CC=C2C=2C=CC=CC12 (9-aminofluorene hydrochloride salt). Yields the product COC([C@@H](NC(C1=C(C=C(C=C1)CNC1C2=CC=CC=C2C=2C=CC=CC12)C1=C(C=CC=C1)C)=O)CCSC)=O (N-[4-(N-(Fluoren-9-yl)aminomethyl)-2-(2-methylphenyl)benzoyl]methionine methyl ester). Reaction SMILES: [CH3:1][O:2][C:3](=[O:27])[C@H:4]([CH2:23][CH2:24][S:25][CH3:26])[NH:5][C:6](=[O:22])[C:7]1[CH:12]=[CH:11][C:10]([CH:13]=O)=[CH:9][C:8]=1[C:15]1[CH:20]=[CH:19][CH:18]=[CH:17][C:16]=1[CH3:21].Cl.[NH2:29][CH:30]1[C:42]2[CH:41]=[CH:40][CH:39]=[CH:38][C:37]=2[C:36]2[C:31]1=[CH:32][CH:33]=[CH:34][CH:35]=2>>[CH3:1][O:2][C:3](=[O:27])[C@H:4]([CH2:23][CH2:24][S:25][CH3:26])[NH:5][C:6](=[O:22])[C:7]1[CH:12]=[CH:11][C:10]([CH2:13][NH:29][CH:30]2[C:42]3[CH:41]=[CH:40][CH:39]=[CH:38][C:37]=3[C:36]3[C:31]2=[CH:32][CH:33]=[CH:34][CH:35]=3)=[CH:9][C:8]=1[C:15]1[CH:20]=[CH:19][CH:18]=[CH:17][C:16]=1[CH3:21] |f:1.2|. Procedure: The desired compound was prepared using the method described in Example 403H starting with N-[4-formyl-2-(2-methylphenyl)benzoyl]methionine methyl ester, prepared as in Example 403G, and 9-aminofluorene hydrochloride salt m/e (ESI) 551 (MH+) Reactants: FC1=CC=C(C=C1)C(C1=CC=CC(=N1)C(=O)O)O (6-((4-fluorophenyl)(hydroxy)methyl)picolinic acid), N[C@H](C(=O)N)CC(C)C ((2S)-2-amino-4-methyl-pentanamide). Product: C(N)(=O)[C@H](CC(C)C)NC(=O)C1=NC(=CC=C1)C(O)C1=CC=C(C=C1)F (6-[(4-Fluoro-phenyl)-hydroxy-methyl]-pyridine-2-carboxylic acid ((S)-1-carbamoyl-3-methyl-butyl)-amide). RXN SMILES: [F:1][C:2]1[CH:7]=[CH:6][C:5]([CH:8]([OH:18])[C:9]2[N:14]=[C:13]([C:15]([OH:17])=O)[CH:12]=[CH:11][CH:10]=2)=[CH:4][CH:3]=1.[NH2:19][C@@H:20]([CH2:24][CH:25]([CH3:27])[CH3:26])[C:21]([NH2:23])=[O:22]>>[C:21]([C@@H:20]([NH:19][C:15]([C:13]1[CH:12]=[CH:11][CH:10]=[C:9]([CH:8]([C:5]2[CH:4]=[CH:3][C:2]([F:1])=[CH:7][CH:6]=2)[OH:18])[N:14]=1)=[O:17])[CH2:24][CH:25]([CH3:27])[CH3:26])(=[O:22])[NH2:23]. Procedure details: The title compound was synthesized in analogy to Example 1, using 6-((4-fluorophenyl)(hydroxy)methyl)picolinic acid and (2S)-2-amino-4-methyl-pentanamide (CAN 687-51-4) as starting materials. MS (EI): m/e=360.1 [M+H]+. Reactants: C1=CCNC1, CCO, C=CCOC(=O)Cl, [Na+], O=C([O-])O, O. Yields the product C=CCOC(=O)N1CC=CC1. Reaction SMILES: [CH2:1]1[NH:2][CH2:3][CH:4]=[CH:5]1.[CH3:19][CH2:20][OH:21].[Cl:12][C:13](=[O:14])[O:15][CH2:16][CH:17]=[CH2:18].[Na+:10].[O-:6][C:7]([OH:8])=[O:9].[OH2:11]>>[CH2:1]1[N:2]([C:13](=[O:14])[O:15][CH2:16][CH:17]=[CH2:18])[CH2:3][CH:4]=[CH:5]1.